describe an organic reaction: reactants, conditions, products, and yield From a dataset of the Open Reaction Database (ORD), a public repository of structured organic reaction records. Reactants: C(C)(=O)OCC (ethyl acetate), aqueous solution, C([O-])([O-])=O.[Na+].[Na+] (sodium carbonate), C(C)(C)(C)C=1C=C(C=C(C1O)C(C)(C)C)C1SCC(N1CCCN(CCOC1=CC2=C(C=C1)OCO2)C)=O (2-(3,5-Di-tert-butyl-4-hydroxyphenyl)-3-[3-[N-methyl-N-[2-(3,4-methylenedioxyphenoxy)ethyl]amino]propyl]-1,3-thiazolidin-4-one), 26-B, aqueous solution, OO (hydrogen peroxide). Run in C(C)(=O)O (acetic acid). Run at time 8 hour. Product: C(C)(C)(C)C=1C=C(C=C(C1O)C(C)(C)C)C1S(CC(N1CCCN(CCOC1=CC2=C(C=C1)OCO2)C)=O)=O (2-(3,5-Di-tert-butyl-4-hydroxyphenyl)-3-[3-[N-methyl-N-[2-(3,4-methylenedioxyphenoxy)-ethyl]amino]propyl]-1,3-thiazolidin-4-one-1-oxide). Yield: 39.0%. RXN SMILES: [C:1]([C:5]1[CH:6]=[C:7]([CH:16]2[N:20]([CH2:21][CH2:22][CH2:23][N:24]([CH3:37])[CH2:25][CH2:26][O:27][C:28]3[CH:33]=[CH:32][C:31]4[O:34][CH2:35][O:36][C:30]=4[CH:29]=3)[C:19](=[O:38])[CH2:18][S:17]2)[CH:8]=[C:9]([C:12]([CH3:15])([CH3:14])[CH3:13])[C:10]=1[OH:11])([CH3:4])([CH3:3])[CH3:2].OO.C(OCC)(=[O:43])C.C(=O)([O-])[O-].[Na+].[Na+]>C(O)(=O)C>[C:12]([C:9]1[CH:8]=[C:7]([CH:16]2[N:20]([CH2:21][CH2:22][CH2:23][N:24]([CH3:37])[CH2:25][CH2:26][O:27][C:28]3[CH:33]=[CH:32][C:31]4[O:34][CH2:35][O:36][C:30]=4[CH:29]=3)[C:19](=[O:38])[CH2:18][S:17]2=[O:43])[CH:6]=[C:5]([C:1]([CH3:2])([CH3:3])[CH3:4])[C:10]=1[OH:11])([CH3:14])([CH3:15])[CH3:13] |f:3.4.5|. Procedure details: To a solution of 2-(3,5-di-tert-butyl-4-hydroxyphenyl)-3-[3-[N-methyl-N-[2-(3,4-methylenedioxy-phenoxy)-ethyl]amino]propyl]-1,3-thiazolidin-4-one (0.30 g) obtained in Example 26-A or 26-B in acetic acid (5 ml) was added 35% aqueous solution of hydrogen peroxide (0.20 g), and the mixture was stirred at room temperature overnight. After completion of the reaction, the reaction mixture was added to a mixture of ethyl acetate and a 5% aqueous solution of sodium carbonate and stirred. The organic lay... Reactants: C1OC=2C=C(N)C=CC2O1 (3,4-methylenedioxyaniline), C1OC=2C=C(C=CC2O1)N=C=O (3,4-methylenedioxyphenyl isocyanate). Run in C1=CC=CC=C1 (benzene). Product: C1OC=2C=C(C=CC2O1)NC(=O)NC1=CC2=C(C=C1)OCO2 (1,3-Bis(3,4-methylenedioxyphenyl)urea). Reaction SMILES: [CH2:1]1[O:10][C:9]2[CH:8]=[CH:7][C:5]([NH2:6])=[CH:4][C:3]=2[O:2]1.[CH2:11]1[O:19][C:18]2[CH:17]=[CH:16][C:15]([N:20]=[C:21]=[O:22])=[CH:14][C:13]=2[O:12]1>C1C=CC=CC=1>[CH2:1]1[O:10][C:9]2[CH:8]=[CH:7][C:5]([NH:6][C:21]([NH:20][C:15]3[CH:16]=[CH:17][C:18]4[O:19][CH2:11][O:12][C:13]=4[CH:14]=3)=[O:22])=[CH:4][C:3]=2[O:2]1. Procedure details: A solution of 3,4-methylenedioxyaniline (0.35 g) and 3,4-methylenedioxyphenyl isocyanate (0.4 g) in benzene (25 ml) was refluxed for 1 hour. The precipitate formed was filtered, washed with benzene then dried to give pure DC-0076B (0.697 g, 95%) as a pale brown solid. The reactants are C, CC(C)C(O)(c1ccc2cc(OCc3ccccc3)ccc2c1)c1cn(C(c2ccccc2)(c2ccccc2)c2ccccc2)cn1, C1CCOC1, CO, [Pd]. The product is CC(C)C(O)(c1ccc2cc(O)ccc2c1)c1cn(C(c2ccccc2)(c2ccccc2)c2ccccc2)cn1. Reaction SMILES: [C:55].[CH2:1]([c:2]1[cH:3][cH:4][cH:5][cH:6][cH:7]1)[O:8][c:9]1[cH:10][c:11]2[cH:12][cH:13][c:14]([C:19]([CH:20]([CH3:21])[CH3:22])([OH:23])[c:24]3[n:25][cH:26][n:27]([C:29]([c:30]4[cH:31][cH:32][cH:33][cH:34][cH:35]4)([c:36]4[cH:37][cH:38][cH:39][cH:40][cH:41]4)[c:42]4[cH:43][cH:44][cH:45][cH:46][cH:47]4)[cH:28]3)[cH:15][c:16]2[cH:17][cH:18]1.[CH2:48]1[O:49][CH2:50][CH2:51][CH2:52]1.[CH3:53][OH:54].[Pd:56]>>[OH:8][c:9]1[cH:10][c:11]2[cH:12][cH:13][c:14]([C:19]([CH:20]([CH3:21])[CH3:22])([OH:23])[c:24]3[n:25][cH:26][n:27]([C:29]([c:30]4[cH:31][cH:32][cH:33][cH:34][cH:35]4)([c:36]4[cH:37][cH:38][cH:39][cH:40][cH:41]4)[c:42]4[cH:43][cH:44][cH:45][cH:46][cH:47]4)[cH:28]3)[cH:15][c:16]2[cH:17][cH:18]1. Starting materials: CO, COc1cc(C)cc(SC(=O)N(C)C)c1, [K+], [OH-]. Product: COc1cc(C)cc(S)c1. RXN SMILES: [CH3:18][OH:19].[CH3:1][N:2]([CH3:3])[C:14]([S:4][c:5]1[cH:6][c:7]([O:12][CH3:13])[cH:8][c:9]([CH3:11])[cH:10]1)=[O:15].[K+:17].[OH-:16]>>[SH:4][c:5]1[cH:6][c:7]([O:12][CH3:13])[cH:8][c:9]([CH3:11])[cH:10]1. Reactants: N(CC(=O)O)CC(=O)O (iminodiacetic acid), C(C)(=O)NCC(=O)O (N-acetylglycine), C(C)(=O)N (acetamide), C=O (paraformaldehyde), O (water), Cl (HCl), Co2(CO)8. Solvent: COCCOC (DME). Conditions: temperature 110 celsius. Product: C(C)(=O)N(CC(=O)O)CC(=O)O (N-acetyliminodiacetic acid). Isolated yield 87.0%. RXN SMILES: [C:1](N)(=[O:3])[CH3:2].C=O.O.Cl.[NH:9]([CH2:14][C:15]([OH:17])=[O:16])[CH2:10][C:11]([OH:13])=[O:12].C(NCC(O)=O)(=O)C>COCCOC>[C:1]([N:9]([CH2:14][C:15]([OH:17])=[O:16])[CH2:10][C:11]([OH:13])=[O:12])(=[O:3])[CH3:2]. Procedure: A 300 mL autoclave was charged with acetamide (VII) (11.8 g, 0.2 mole), 95% paraformaldehyde (13.6 g, 0.43 mole), water (12.9 g, 0.72 mole), 37% HCl (1.8 g, 0.018 mole), DME (90 mL), and Co2(CO)8 (4.1 g, 0.012 mole) and pressurized to 1500 psi (10,345 kPa) CO at 25° C. This mixture was heated to 110° C. for 30 minutes. HPLC analysis of this stream gave an 87% yield of (XVI), 0.5% iminodiacetic acid (XIV), and 4.0% N-acetylglycine (XVIII).